This data is from the Open Reaction Database (ORD), a public repository of structured organic reaction records. The task is: describe an organic reaction: reactants, conditions, products, and yield Starting materials: [Cl-].[Cl-].[CH-]1C=CC=C1.[CH-]1C=CC=C1.[Zr+2] (zirconocene dichloride), C[Li] (methyl lithium). The solvent is C(C)OCC (diethylether). Reaction conditions: temperature -20 celsius. Product: [CH3-].[CH3-].[CH-]1C=CC=C1.[CH-]1C=CC=C1.[Zr+4] (zirconocene dimethyl). RXN SMILES: [Cl-].[Cl-].[CH-:3]1[CH:7]=[CH:6][CH:5]=[CH:4]1.[CH-:8]1[CH:12]=[CH:11][CH:10]=[CH:9]1.[Zr+2:13].C[Li]>C(OCC)C>[CH3-:3].[CH3-:8].[CH-:3]1[CH:7]=[CH:6][CH:5]=[CH:4]1.[CH-:8]1[CH:12]=[CH:11][CH:10]=[CH:9]1.[Zr+4:13] |f:0.1.2.3.4,7.8.9.10.11|. Reported procedure: 60 ml dried diethylether and 5.34g of zirconocene dichloride were mixed and stirred at -20° C. in an argon atmosphere. 1.5 M methyl lithium was added little by little to this mixture and stirred for 70 minutes. The mixture was further stirred at 0° C. for 30 minutes, and the diethylether was removed whereby a white solid was obtained. The white solid thus formed was sublimated to give zirconocene dimethyl. Starting materials: BrCC(=CCC1=C(C(=C2COC(C2=C1OCC[Si](C)(C)C)=O)C)OC)C (6-(4-bromo-3-methyl-but-2-enyl)-5-methoxy-4-methyl-7-(2-trimethylsilanyl-ethoxy)-3H-isobenzofuran-1-one), [Cl-].[NH4+] (ammonium chloride), CCOC(=O)C (EtOAc), CC(C)(C(=O)[O-])P(=O)(O)OC (trimethylphosphonoacetate), C[Si](C)(C)[N-][Si](C)(C)C.[Na+] (NaN(TMS)2). Solvent: C1CCOC1 (THF), C1CCOC1 (THF). Run at time 30 minute. Product: COC(C(CC(=CCC=1C(=C2C(OCC2=C(C1OC)C)=O)OCC[Si](C)(C)C)C)P(=O)(OC)OC)=O (2-(Dimethoxy-phosphoryl)-6-[6-methoxy-7-methyl-3-oxo-4-(2-trimethylsilanyl-ethoxy)-1,3-dihydro-isobenzofuran-5-yl]-4-methyl-hex-4-enoic acid methyl ester). As a reaction SMILES: CC([P:7]([O:10][CH3:11])([OH:9])=[O:8])(C([O-])=O)C.[CH3:12][Si]([N-][Si](C)(C)C)(C)C.[Na+].Br[CH2:23][C:24]([CH3:47])=[CH:25][CH2:26][C:27]1[C:35]([O:36][CH2:37][CH2:38][Si:39]([CH3:42])([CH3:41])[CH3:40])=[C:34]2[C:30]([CH2:31][O:32][C:33]2=[O:43])=[C:29]([CH3:44])[C:28]=1[O:45][CH3:46].[Cl-].[NH4+].C[CH2:51][O:52][C:53]([CH3:55])=[O:54]>C1COCC1>[CH3:51][O:52][C:53](=[O:54])[CH:55]([P:7]([O:9][CH3:12])([O:10][CH3:11])=[O:8])[CH2:23][C:24]([CH3:47])=[CH:25][CH2:26][C:27]1[C:35]([O:36][CH2:37][CH2:38][Si:39]([CH3:42])([CH3:41])[CH3:40])=[C:34]2[C:30](=[C:29]([CH3:44])[C:28]=1[O:45][CH3:46])[CH2:31][O:32][C:33]2=[O:43] |f:1.2,4.5|. Procedure: To a solution of trimethylphosphonoacetate (63 μL, 0.39 mmol) in THF (1 mL) was added NaN(TMS)2 (0.39 mmol, 0.39 mL) at ambient temperature. After 30 minutes, a solution of 6-(4-bromo-3-methyl-but-2-enyl)-5-methoxy-4-methyl-7-(2-trimethylsilanyl-ethoxy)-3H-isobenzofuran-1-one (69 mg, 0.156 mmol) in THF (1 mL) was added. The reaction mixture was stirred for 2 hours, when a precipitate was observed. The reaction mixture was worked up by addition of a saturated aqueous solution of ammonium chloride... The solvent is CN(C)C=O (DMF), O1CCOCC1 (dioxane). Isolated yield 100.1%. Reported procedure: A solution of 4-aminobenzoic acid (5.0 g, 0.036 mol) in anhydrous DMF (30 mL) and anhydrous dioxane (30 mL) was cooled to 0° C. in a 250 mL 3-necked flask which was fitted with a constant additional funnel. Bromoacetyl bromide (7.36 g, 3.2 mL, 100 mol %) was added dropwise, keeping the internal temperature between 0° C. and 2° C. After the addition was completed (~30 min), the reaction mixture was stirred overnight at rt. Water (100 mL) was added, and then the light crystalline compound which pr... Run at time 8 hour. The product is BrCC(=O)NC1=CC=C(C(=O)O)C=C1 (4-((2-Bromoacetyl)amino)benzoic Acid). Reactants: NC1=CC=C(C(=O)O)C=C1 (4-aminobenzoic acid), O (Water), BrCC(=O)Br (Bromoacetyl bromide). RXN SMILES: [NH2:1][C:2]1[CH:10]=[CH:9][C:5]([C:6]([OH:8])=[O:7])=[CH:4][CH:3]=1.[Br:11][CH2:12][C:13](Br)=[O:14].O>CN(C=O)C.O1CCOCC1>[Br:11][CH2:12][C:13]([NH:1][C:2]1[CH:10]=[CH:9][C:5]([C:6]([OH:8])=[O:7])=[CH:4][CH:3]=1)=[O:14]. Solvent: CS(=O)C (dimethyl sulfoxide), CS(=O)C (dimethyl sulfoxide). As a reaction SMILES: [NH:1]1[C:9]2[C:4](=[CH:5][CH:6]=[CH:7][CH:8]=2)[CH:3]=[CH:2]1.[H-].[Na+].[F:12][C:13]1[CH:20]=[CH:19][C:16]([CH2:17]Cl)=[CH:15][CH:14]=1.O>CS(C)=O>[F:12][C:13]1[CH:20]=[CH:19][C:16]([CH2:17][N:1]2[C:9]3[C:4](=[CH:5][CH:6]=[CH:7][CH:8]=3)[CH:3]=[CH:2]2)=[CH:15][CH:14]=1 |f:1.2|. Reaction conditions: temperature 60 celsius, time 8 hour. The reactants are N1C=CC2=CC=CC=C12 (indole), [H-].[Na+] (sodium hydride), O (water), FC1=CC=C(CCl)C=C1 (4-fluorobenzyl chloride). The product is FC1=CC=C(CN2C=CC3=CC=CC=C23)C=C1 (1-(4-Fluorobenzyl)indole). Reported procedure: A solution of 11.72 g (0.1 mol) of indole in 50 ml of dimethyl sulfoxide is added to a mixture of 2.64 g of sodium hydride (0.11 mol, mineral oil suspension) in 100 ml of dimethyl sulfoxide. The mixture is heated for 1.5 hours at 60° C., then allowed to cool and 15.9 g (0.11 mol) of 4-fluorobenzyl chloride are added dropwise. The solution is warmed to 60° C., allowed to stand overnight and then poured into 400 ml of water with stirring. The mixture is extracted several times with a total of 150 ... Reactants: [Cl-].[NH4+] (ammonium chloride), [H-].[Na+] (Sodium hydride), FC1=C(C=CC(=C1)C=1C(=NC(=CC1C)C)OC)C1=C(C=NN1C1COCC1O)C(=O)OCC (ethyl 5-(2-fluoro-4-(2-methoxy-4,6-dimethylpyridin-3-yl)phenyl)-1-[(3RS,4SR)-4-hydroxytetrahydrofuran-3-yl]-1H-pyrazole-4-carboxylate), CI (Methyl iodide). Solvent: C1CCOC1 (THF). Conditions: time 3 minute. The product is FC1=C(C=CC(=C1)C=1C(=NC(=CC1C)C)OC)C1=C(C=NN1C1COCC1OC)C(=O)OCC (ethyl 5-(2-fluoro-4-(2-methoxy-4,6-dimethylpyridin-3-yl)phenyl)-1-[(3RS,4SR)-4-methoxytetrahydrofuran-3-yl]-1H-pyrazole-4-carboxylate). As a reaction SMILES: [H-].[Na+].[F:3][C:4]1[CH:9]=[C:8]([C:10]2[C:11]([O:18][CH3:19])=[N:12][C:13]([CH3:17])=[CH:14][C:15]=2[CH3:16])[CH:7]=[CH:6][C:5]=1[C:20]1[N:24]([CH:25]2[CH:29]([OH:30])[CH2:28][O:27][CH2:26]2)[N:23]=[CH:22][C:21]=1[C:31]([O:33][CH2:34][CH3:35])=[O:32].[CH3:36]I.[Cl-].[NH4+]>C1COCC1>[F:3][C:4]1[CH:9]=[C:8]([C:10]2[C:11]([O:18][CH3:19])=[N:12][C:13]([CH3:17])=[CH:14][C:15]=2[CH3:16])[CH:7]=[CH:6][C:5]=1[C:20]1[N:24]([CH:25]2[CH:29]([O:30][CH3:36])[CH2:28][O:27][CH2:26]2)[N:23]=[CH:22][C:21]=1[C:31]([O:33][CH2:34][CH3:35])=[O:32] |f:0.1,4.5|. Procedure: Sodium hydride (60% oil dispersion, 86 mg) was added to a solution of ethyl 5-(2-fluoro-4-(2-methoxy-4,6-dimethylpyridin-3-yl)phenyl)-1-[(3RS,4SR)-4-hydroxytetrahydrofuran-3-yl]-1H-pyrazole-4-carboxylate (612 mg) in THF (5 mL) under ice-cooling, followed by stirring for three minutes. Methyl iodide (0.142 mL) was added to the reaction mixture, and the mixture was stirred at the same temperature for five minutes, and then warmed to room temperature and stirred for further two hours. A saturated a... Reactants: N#Cc1cc(Br)cc2c1cnn2S(=O)(=O)c1ccccc1, C1COCCO1, CC1(C)OB(c2cccc3[nH]ccc23)OC1(C)C, O. The product is N#Cc1cc(-c2cccc3[nH]ccc23)cc2c1cnn2S(=O)(=O)c1ccccc1. As a reaction SMILES: [Br:1][c:2]1[cH:3][c:4]([C:20]#[N:21])[c:5]2[cH:6][n:7][n:8]([S:11](=[O:12])(=[O:13])[c:14]3[cH:15][cH:16][cH:17][cH:18][cH:19]3)[c:9]2[cH:10]1.[CH2:40]1[O:41][CH2:42][CH2:43][O:44][CH2:45]1.[CH3:22][C:23]1([CH3:24])[C:25]([CH3:26])([CH3:27])[O:28][B:29]([c:30]2[c:31]3[cH:32][cH:33][nH:34][c:35]3[cH:36][cH:37][cH:38]2)[O:39]1.[OH2:46]>>[c:2]1(-[c:30]2[c:31]3[cH:32][cH:33][nH:34][c:35]3[cH:36][cH:37][cH:38]2)[cH:3][c:4]([C:20]#[N:21])[c:5]2[cH:6][n:7][n:8]([S:11](=[O:12])(=[O:13])[c:14]3[cH:15][cH:16][cH:17][cH:18][cH:19]3)[c:9]2[cH:10]1. Reactants: C(C1=CC=CC=C1)OCC[C@H]1OC2=C(NC([C@H]1N(CC1=CC=CC=C1)CC1=CC=CC=C1)=O)C=C(C=C2)F ((6R,7S)-6-(2-benzyloxy-ethyl)-7-dibenzylamino-2-fluoro-6,7-dihydro-9H-5-oxa-9-aza-benzocyclohepten-8-one). Reagents/catalysts: [Pd] (Pd/C). Run in CO (methanol). Product: N[C@H]1[C@H](OC2=C(NC1=O)C=C(C=C2)F)CCO ((6R,7S)-7-Amino-2-fluoro-6-(2-hydroxy-ethyl)-6,7-dihydro-9H-5-oxa-9-aza-benzocyclohepten-8-one). Isolated yield 96.0%. RXN SMILES: C([O:8][CH2:9][CH2:10][C@@H:11]1[C@H:17]([N:18](CC2C=CC=CC=2)CC2C=CC=CC=2)[C:16](=[O:33])[NH:15][C:14]2[CH:34]=[C:35]([F:38])[CH:36]=[CH:37][C:13]=2[O:12]1)C1C=CC=CC=1>CO.[Pd]>[NH2:18][C@@H:17]1[C:16](=[O:33])[NH:15][C:14]2[CH:34]=[C:35]([F:38])[CH:36]=[CH:37][C:13]=2[O:12][C@@H:11]1[CH2:10][CH2:9][OH:8]. Reported procedure: The title compound was prepared in 96% yield by hydrogenation of (6R,7S)-6-(2-benzyloxy-ethyl)-7-dibenzylamino-2-fluoro-6,7-dihydro-9H-5-oxa-9-aza-benzocyclohepten-8-one in methanol with Pd/C (10%), MS m/e (%): 241.3 (M+H+, 100). Starting materials: BrC=1C=C(C=CC1)C1(CC1)NC1=NC(=NC(=N1)OCC(F)(F)F)NC1=CC=C(C(=O)OC(C)(C)C)C=C1 (tert-butyl 4-(4-(1-(3-bromophenyl)cyclopropylamino)-6-(2,2,2-trifluoroethoxy)-1,3,5-triazin-2-ylamino)benzoate), NCCCCNC(OC(C)(C)C)=O (tert-butyl 4-aminobutylcarbamate), C(C)(C)(C)P(C1=C(C=CC=C1)C1=CC=CC=C1)C(C)(C)C (2-(Di-t-butylphosphino)biphenyl), [O-]P(=O)([O-])[O-].[K+].[K+].[K+] (K3PO4). Reagents/catalysts: C=1C=CC(=CC1)/C=C/C(=O)/C=C/C2=CC=CC=C2.C=1C=CC(=CC1)/C=C/C(=O)/C=C/C2=CC=CC=C2.C=1C=CC(=CC1)/C=C/C(=O)/C=C/C2=CC=CC=C2.[Pd].[Pd] (Pd2(dba)3). The solvent is COCCOC (DME), C(Cl)Cl (CH2Cl2). Conditions: temperature 85 celsius, time 3 hour. The product is C(C)(C)(C)OC(=O)NCCCCNC=1C=C(C=CC1)C1(CC1)NC1=NC(=NC(=N1)OCC(F)(F)F)NC1=CC=C(C(=O)OC(C)(C)C)C=C1 (tert-butyl 4-(4-(1-(3-(4-(tert-butoxycarbonylamino)butylamino)phenyl)cyclopropylamino)-6-(2,2,2-trifluoroethoxy)-1,3,5-triazin-2-ylamino)benzoate). Isolated yield 27.6%. As a reaction SMILES: Br[C:2]1[CH:3]=[C:4]([C:8]2([NH:11][C:12]3[N:17]=[C:16]([O:18][CH2:19][C:20]([F:23])([F:22])[F:21])[N:15]=[C:14]([NH:24][C:25]4[CH:37]=[CH:36][C:28]([C:29]([O:31][C:32]([CH3:35])([CH3:34])[CH3:33])=[O:30])=[CH:27][CH:26]=4)[N:13]=3)[CH2:10][CH2:9]2)[CH:5]=[CH:6][CH:7]=1.[NH2:38][CH2:39][CH2:40][CH2:41][CH2:42][NH:43][C:44](=[O:50])[O:45][C:46]([CH3:49])([CH3:48])[CH3:47].C(P(C(C)(C)C)C1C=CC=CC=1C1C=CC=CC=1)(C)(C)C.[O-]P([O-])([O-])=O.[K+].[K+].[K+]>COCCOC.C(Cl)Cl.C1C=CC(/C=C/C(/C=C/C2C=CC=CC=2)=O)=CC=1.C1C=CC(/C=C/C(/C=C/C2C=CC=CC=2)=O)=CC=1.C1C=CC(/C=C/C(/C=C/C2C=CC=CC=2)=O)=CC=1.[Pd].[Pd]>[C:46]([O:45][C:44]([NH:43][CH2:42][CH2:41][CH2:40][CH2:39][NH:38][C:2]1[CH:3]=[C:4]([C:8]2([NH:11][C:12]3[N:17]=[C:16]([O:18][CH2:19][C:20]([F:23])([F:22])[F:21])[N:15]=[C:14]([NH:24][C:25]4[CH:37]=[CH:36][C:28]([C:29]([O:31][C:32]([CH3:35])([CH3:34])[CH3:33])=[O:30])=[CH:27][CH:26]=4)[N:13]=3)[CH2:10][CH2:9]2)[CH:5]=[CH:6][CH:7]=1)=[O:50])([CH3:49])([CH3:48])[CH3:47] |f:3.4.5.6,9.10.11.12.13|. Procedure: To a mixture of tert-butyl 4-(4-(1-(3-bromophenyl)cyclopropylamino)-6-(2,2,2-trifluoroethoxy)-1,3,5-triazin-2-ylamino)benzoate (116 mg, 0.2 mmol),tert-butyl 4-aminobutylcarbamate (37.7 mg, 0.200 mmol), 2-(Di-t-butylphosphino)biphenyl (0.020 mmol), Pd2(dba)3 (18.31 mg, 0.020 mmol), K3PO4 (34.8 mg, 0.200 mmol) in a microwave tube in DME (Volume: 2 mL) was stirred for 3 h at 85° C. The reaction mixture was diluted with CH2Cl2, filtrated through a celite plug washing with CH2Cl2, concentrated to giv... Procedure: 2-(4-Aminophenyl)-5-(4-methoxyphenyl)-N-(2-thiazolyl)-imidazole-4-carboxamide (1.0 g) obtained in Example 48, sodium borohydride (0.13 g), 4N sulfuric acid (0.2 ml) and butyraldehyde (0.3 ml) were treated in the same manner as in Example 72 to give 2-(4-butylaminophenyl)-5-(4-methoxyphenyl)-N-(2-thiazolyl)imidazole-4-carboxamide (1.1 g). This was converted to hydrochloride to give 2-(4-butylaminophenyl)-5-(4-methoxyphenyl)-N-(2-thiazolyl)-imidazole-4-carboxamide hydrochloride (0.20 g), melting p... RXN SMILES: [NH2:1][C:2]1[CH:7]=[CH:6][C:5]([C:8]2[NH:9][C:10]([C:21]3[CH:26]=[CH:25][C:24]([O:27][CH3:28])=[CH:23][CH:22]=3)=[C:11]([C:13]([NH:15][C:16]3[S:17][CH:18]=[CH:19][N:20]=3)=[O:14])[N:12]=2)=[CH:4][CH:3]=1.[BH4-].[Na+].S(=O)(=O)(O)O.[CH:36](=O)[CH2:37][CH2:38][CH3:39]>>[CH2:36]([NH:1][C:2]1[CH:7]=[CH:6][C:5]([C:8]2[NH:9][C:10]([C:21]3[CH:26]=[CH:25][C:24]([O:27][CH3:28])=[CH:23][CH:22]=3)=[C:11]([C:13]([NH:15][C:16]3[S:17][CH:18]=[CH:19][N:20]=3)=[O:14])[N:12]=2)=[CH:4][CH:3]=1)[CH2:37][CH2:38][CH3:39] |f:1.2|. Product: C(CCC)NC1=CC=C(C=C1)C=1NC(=C(N1)C(=O)NC=1SC=CN1)C1=CC=C(C=C1)OC (2-(4-butylaminophenyl)-5-(4-methoxyphenyl)-N-(2-thiazolyl)imidazole-4-carboxamide). Reactants: NC1=CC=C(C=C1)C=1NC(=C(N1)C(=O)NC=1SC=CN1)C1=CC=C(C=C1)OC (2-(4-aminophenyl)-5-(4-methoxyphenyl)-N-(2-thiazolyl)imidazole-4-carboxamide), [BH4-].[Na+] (sodium borohydride), S(O)(O)(=O)=O (sulfuric acid), C(CCC)=O (butyraldehyde). Reactants: C(C)(=O)C=1C=NC=CC1 (3-Acetylpyridine), Cl.FC1=CC=C(C=C1)NN (4-fluorophenylhydrazine hydrochloride), Cl (HCl). The solvent is C(C)O (ethanol). Conditions: time 1 hour. Yields the product FC1=CC=C(C=C1)N\N=C(\C)/C=1C=NC=CC1 (N-(4-Fluoro-phenyl)-N′-[1-pyridin-3-yl-eth-(Z)-ylidene]-hydrazine). As a reaction SMILES: [C:1]([C:4]1[CH:5]=[N:6][CH:7]=[CH:8][CH:9]=1)(=O)[CH3:2].Cl.[F:11][C:12]1[CH:17]=[CH:16][C:15]([NH:18][NH2:19])=[CH:14][CH:13]=1.Cl>C(O)C>[F:11][C:12]1[CH:17]=[CH:16][C:15]([NH:18]/[N:19]=[C:1](\[C:4]2[CH:5]=[N:6][CH:7]=[CH:8][CH:9]=2)/[CH3:2])=[CH:14][CH:13]=1 |f:1.2|. Reported procedure: 3-Acetylpyridine (5.00 g, 40.45 mmol) and 4-fluorophenylhydrazine hydrochloride (6.44 g, 38.43 mmol) are suspended in ethanol (70 mL) and heated to reflux. After 1 h, HCl (4M in dioxane, 150 mL, 600 mmol) is added and the mixture is heated to reflux for 16 h. The mixture is concentrated in vacuo and taken up in a little ethanol. The solid is filtered off and washed with ethanol to give a yellow solid. The filtrate is concentrated to dryness. The resulting solid is washed with small amounts of ic...